Dataset: the Open Reaction Database (ORD), a public repository of structured organic reaction records. Task: describe an organic reaction: reactants, conditions, products, and yield Reactants: FC=1C(=NN(C1)C1=C(C(=O)O)C=CC=N1)C1=CC=CC=C1 (2-(4-fluoro-3-phenyl-1H-pyrazol-1-yl)nicotinic acid), [Cl-].C(C)OC(C(C(CC1=CC=CC=C1)[NH3+])O)=O (4-ethoxy-3-hydroxy-4-oxo-1-phenylbutan-2-aminium chloride). Yields the product FC=1C(=NN(C1)C1=C(C(=O)NC(C(C(=O)OCC)O)CC2=CC=CC=C2)C=CC=N1)C1=CC=CC=C1 (Ethyl 3-(2-(4-fluoro-3-phenyl-1H-pyrazol-1-yl)nicotinamido)-2-hydroxy-4-phenylbutanoate). As a reaction SMILES: [F:1][C:2]1[C:3]([C:16]2[CH:21]=[CH:20][CH:19]=[CH:18][CH:17]=2)=[N:4][N:5]([C:7]2[N:15]=[CH:14][CH:13]=[CH:12][C:8]=2[C:9]([OH:11])=O)[CH:6]=1.[Cl-].[CH2:23]([O:25][C:26](=[O:38])[CH:27]([OH:37])[CH:28]([NH3+:36])[CH2:29][C:30]1[CH:35]=[CH:34][CH:33]=[CH:32][CH:31]=1)[CH3:24]>>[F:1][C:2]1[C:3]([C:16]2[CH:21]=[CH:20][CH:19]=[CH:18][CH:17]=2)=[N:4][N:5]([C:7]2[N:15]=[CH:14][CH:13]=[CH:12][C:8]=2[C:9]([NH:36][CH:28]([CH2:29][C:30]2[CH:31]=[CH:32][CH:33]=[CH:34][CH:35]=2)[CH:27]([OH:37])[C:26]([O:25][CH2:23][CH3:24])=[O:38])=[O:11])[CH:6]=1 |f:1.2|. Reported procedure: The reaction was carried out in analogy to reaction step 1.1 by reacting 2-(4-fluoro-3-phenyl-1H-pyrazol-1-yl)nicotinic acid and 4-ethoxy-3-hydroxy-4-oxo-1-phenylbutan-2-aminium chloride. ESI-MS [M+H]+: 489.2 As a reaction SMILES: [CH3:27][CH:28]([CH3:29])[NH2:30].[Cl:1][CH2:2][CH2:3][CH2:4][O:5][c:6]1[cH:7][cH:8][c:9](-[c:12]2[cH:13][cH:14][c:15]([C:18](=[O:19])[N:20]3[CH:21]([CH3:26])[CH2:22][CH2:23][CH:24]3[CH3:25])[cH:16][cH:17]2)[cH:10][cH:11]1>>[CH2:2]([CH2:3][CH2:4][O:5][c:6]1[cH:7][cH:8][c:9](-[c:12]2[cH:13][cH:14][c:15]([C:18](=[O:19])[N:20]3[CH:21]([CH3:26])[CH2:22][CH2:23][CH:24]3[CH3:25])[cH:16][cH:17]2)[cH:10][cH:11]1)[NH:30][CH:28]([CH3:27])[CH3:29]. Product: CC(C)NCCCOc1ccc(-c2ccc(C(=O)N3C(C)CCC3C)cc2)cc1. Starting materials: CC(C)N, CC1CCC(C)N1C(=O)c1ccc(-c2ccc(OCCCCl)cc2)cc1. The reactants are CC1=CC=C(C(=O)C#N)C=C1 (4-methylbenzoylcyanide), CN1C(=CC=C1)CC(=O)OC (methyl 1-methyl-pyrrole-2-acetate), CN1C(=CC=C1)CC(=O)OC (methyl 1-methylpyrrole-2-acetate). Yields the product CN1C(=CC=C1C(C1=CC=C(C=C1)C)=O)CC(=O)OC (methyl 1-methyl-5-(4-methyl-benzoyl)-pyrrole-2-acetate). Yield: 398.8%. As a reaction SMILES: [CH3:1][C:2]1[CH:11]=[CH:10][C:5]([C:6](C#N)=[O:7])=[CH:4][CH:3]=1.[CH3:12][N:13]1[CH:17]=[CH:16][CH:15]=[C:14]1[CH2:18][C:19]([O:21][CH3:22])=[O:20]>>[CH3:12][N:13]1[C:17]([C:6](=[O:7])[C:5]2[CH:10]=[CH:11][C:2]([CH3:1])=[CH:3][CH:4]=2)=[CH:16][CH:15]=[C:14]1[CH2:18][C:19]([O:21][CH3:22])=[O:20]. Procedure: A mixture of 5.0 g (0.034 mole) of 4-methylbenzoylcyanide and 0.8 g (0.005 mole) of methyl 1-methyl-pyrrole-2-acetate was added over 4 hours from a heated addition funnel to a sample of 3.8 g (0.025 mole) of methyl 1-methylpyrrole-2-acetate at 180° through which nitrogen was bubbled. The mixture was heated for six more hours after the addition was complete. The reaction was cooled and dissolved in methylene chloride-toluene. The organic solution was washed with 10 percent sodium hydroxide soluti...